From a dataset of the Open Reaction Database (ORD), a public repository of structured organic reaction records. describe an organic reaction: reactants, conditions, products, and yield Procedure details: A suspension of 3-carboethoxy-4-hydroxy-7-methyl-5,6,7,8-tetrahydrocarbostyril (7.48 g; 0.03 mole) in 2N hydrochloric acid (50 ml) was refluxed 48 hrs. and the clear solution evaporated to dryness. After resolution in water and adjusting to pH 4.0 the precipitated white solid was filtered, washed well with water and recrystallised from acetic, m.p. >360°. RXN SMILES: C([C:6]1[C:7](=[O:18])[NH:8][C:9]2[CH2:10][CH:11]([CH3:17])[CH2:12][CH2:13][C:14]=2[C:15]=1[OH:16])(OCC)=O>Cl>[OH:16][C:15]1[C:14]2[CH2:13][CH2:12][CH:11]([CH3:17])[CH2:10][C:9]=2[NH:8][C:7](=[O:18])[CH:6]=1. The solvent is Cl (hydrochloric acid). Reactants: C(=O)(OCC)C=1C(NC=2CC(CCC2C1O)C)=O (3-carboethoxy-4-hydroxy-7-methyl-5,6,7,8-tetrahydrocarbostyril). Yields the product OC1=CC(NC=2CC(CCC12)C)=O (4-Hydroxy-7-methyl-5,6,7,8-tetrahydrocarbostyril). The reactants are OC1=CC=C(C=C1)C(C)=O (4′-hydroxyacetophenone), C(=O)([O-])[O-].[Cs+].[Cs+] (Cs2CO3), ice water, BrCC1CCCCC1 ((bromomethyl)cyclohexane). Run in CO (MeOH), O (H2O). Conditions: temperature 90 celsius, time 40 minute. The product is C1(CCCCC1)COC1=CC=C(C=C1)C(C)=O (1-(4-(Cyclohexylmethoxy)phenyl)ethanone). As a reaction SMILES: [OH:1][C:2]1[CH:7]=[CH:6][C:5]([C:8](=[O:10])[CH3:9])=[CH:4][CH:3]=1.C([O-])([O-])=O.[Cs+].[Cs+].Br[CH2:18][CH:19]1[CH2:24][CH2:23][CH2:22][CH2:21][CH2:20]1>CO.O>[CH:19]1([CH2:18][O:1][C:2]2[CH:7]=[CH:6][C:5]([C:8](=[O:10])[CH3:9])=[CH:4][CH:3]=2)[CH2:24][CH2:23][CH2:22][CH2:21][CH2:20]1 |f:1.2.3|. Procedure details: To a solution of 4′-hydroxyacetophenone (10.6 g, 77.7 mmol) in 600 mL MeOH and 15 mL H2O at room temperature was added Cs2CO3 (25.6 g, 1.01 eq). The reaction mixture immediately turned yellow and was then stirred for 40 min. The MEOH was removed in vacuo, and the remaining H2O was removed azetropically with 5×100 mL toluene. The resulting yellow solid was suspended in DMF (450 mL) and treated with (bromomethyl)cyclohexane (13.0 mL, 1.2 eq). The reaction mixture was heated to 90° C. and stirred o... Reactants: O=C1CCCNc2ccccc21, O=C(O)CSc1nc2ccccc2s1. Yields the product O=C1CCCN(C(=O)CSc2nc3ccccc3s2)c2ccccc21. RXN SMILES: [NH:15]1[c:16]2[c:17]([cH:23][cH:24][cH:25][cH:26]2)[C:18](=[O:22])[CH2:19][CH2:20][CH2:21]1.[s:1]1[c:2]([S:10][CH2:11][C:12](=[O:13])[OH:14])[n:3][c:4]2[c:5]1[cH:6][cH:7][cH:8][cH:9]2>>[s:1]1[c:2]([S:10][CH2:11][C:12](=[O:14])[N:15]2[c:16]3[c:17]([cH:23][cH:24][cH:25][cH:26]3)[C:18](=[O:22])[CH2:19][CH2:20][CH2:21]2)[n:3][c:4]2[c:5]1[cH:6][cH:7][cH:8][cH:9]2. Run in C1COCCO1. The reagents and catalysts are C(=O)([O-])[O-].[Cs+].[Cs+], CC1(C2=C(C(=CC=C2)P(C3=CC=CC=C3)C4=CC=CC=C4)OC5=C1C=CC=C5P(C6=CC=CC=C6)C7=CC=CC=C7)C, CC(=O)O.CC(=O)O.[Pd]. The yield is 0.0%. Procedure details: to 2,6-dibromopyridine (100 mg, 0.42 mmol), 4-Aminotetrahydropyran (42.7 mg, 0.42 mmol) in dioxane (3 mL) while bubbling N2 was added Xantphos (24.43 mg, 0.04 mmol), CS2CO3 (316 mg, 0.97 mmol) and palladium(II) acetate (9.48 mg, 0.04 mmol). This was heated in a microwave at 130 oC for 30 mins. A small peak corresponding to product was obseved. Discontinued Conditions: temperature nan celsius. The product is C1COCCC1NC2=NC(=CC=C2)Br. The reactants are C1COCCC1N, C1=CC(=NC(=C1)Br)Br. Reactants: ON1C(N(C(C2=CC=CC=C12)=O)C)=S (1-hydroxy-3-methyl-2- thioxo-1,2-dihydroquinazoline 4(3H)-one), [Na] (sodium), C(C)(=O)Cl (acetyl chloride). Run in C(Cl)Cl (methylene chloride). Run at time 5 minute. Yields the product C(C)(=O)ON1C(N(C(C2=CC=CC=C12)=O)C)=S (1-Acetoyloxy-3-Methyl-2-Thioxo-1,2-Dihydroquinazoline-4(3H)-ONE). Yield: 71.0%. RXN SMILES: [OH:1][N:2]1[C:11]2[C:6](=[CH:7][CH:8]=[CH:9][CH:10]=2)[C:5](=[O:12])[N:4]([CH3:13])[C:3]1=[S:14].[Na].[C:16](Cl)(=[O:18])[CH3:17]>C(Cl)Cl>[C:16]([O:1][N:2]1[C:11]2[C:6](=[CH:7][CH:8]=[CH:9][CH:10]=2)[C:5](=[O:12])[N:4]([CH3:13])[C:3]1=[S:14])(=[O:18])[CH3:17] |^1:14|. Reported procedure: A slurry of 6.00 g (0.0260 mole) of 1-hydroxy-3-methyl-2- thioxo-1,2-dihydroquinazoline 4(3H)-one, sodium salt (IIa-Na) in 48 ml of methylene chloride was added to 2.1 g (0.0265 mole) of acetyl chloride at reflux. After 5 minutes, the colorless solution developed a white precipitate. After 1 hour at reflux, the reaction was cooled, filtered and the solvent was removed in vacuo to give 6.50 g of the crude product. The product was then recrystallized from 55 ml of methylene chloride and 150 ml of ... Reactants: Cl.NCC1=CC=C(C=C1)N\C(\C1=CC=CC=C1)=C\1/C(NC2=CC=C(C=C12)[N+](=O)[O-])=O ((Z)-3-[1-(4-aminomethyl-phenylamino)-1-phenyl-methylidene]-5-nitro-2-indolinone-hydrochloride), C(C(C)C)=O (isobutyraldehyde), C(#N)[BH3-].[Na+] (sodium cyanoborohydride). The solvent is CO (methanol). Yields the product C(C(C)C)N(CC(C)C)CC1=CC=C(C=C1)N\C(\C1=CC=CC=C1)=C\1/C(NC2=CC=C(C=C12)[N+](=O)[O-])=O ((Z)-3-[1-(4-Diisobutylaminomethyl-phenylamino)-1-phenyl-methylidene]-5-nitro-2-indolinone). Reaction SMILES: Cl.[NH2:2][CH2:3][C:4]1[CH:9]=[CH:8][C:7]([NH:10]/[C:11](=[C:18]2\[C:19](=[O:30])[NH:20][C:21]3[C:26]\2=[CH:25][C:24]([N+:27]([O-:29])=[O:28])=[CH:23][CH:22]=3)/[C:12]2[CH:17]=[CH:16][CH:15]=[CH:14][CH:13]=2)=[CH:6][CH:5]=1.[CH:31](=O)[CH:32]([CH3:34])[CH3:33].C([BH3-])#N.[Na+]>CO>[CH2:31]([N:2]([CH2:3][C:4]1[CH:5]=[CH:6][C:7]([NH:10]/[C:11](=[C:18]2\[C:19](=[O:30])[NH:20][C:21]3[C:26]\2=[CH:25][C:24]([N+:27]([O-:29])=[O:28])=[CH:23][CH:22]=3)/[C:12]2[CH:13]=[CH:14][CH:15]=[CH:16][CH:17]=2)=[CH:8][CH:9]=1)[CH2:3][CH:4]([CH3:9])[CH3:5])[CH:32]([CH3:34])[CH3:33] |f:0.1,3.4|. Reported procedure: Prepared analogously to Example 159 from (Z)-3-[1-(4-aminomethyl-phenylamino)-1-phenyl-methylidene]-5-nitro-2-indolinone-hydrochloride, isobutyraldehyde and sodium cyanoborohydride in methanol.